Dataset: the Open Reaction Database (ORD), a public repository of structured organic reaction records. Task: describe an organic reaction: reactants, conditions, products, and yield Procedure details: 84.55 g (0.484 mole) of 1-butyl-3-methylimidazolium chloride (BMIM Cl) and 101.1 g (minimum 0.379 mole) of sodium octyl sulfate (technical grade; content≧87%) are dissolved in 200 ml of hot water. The water is slowly removed under vacuum. The solid formed is filtered off after dissolving the batch in methylene chloride. The filtrate is washed until the aqueous phase is colourless and free from chloride. The organic phase is dried over Na2SO4. Concentrating and drying under a high vacuum gives 11... Reaction SMILES: [Cl-].[CH2:2]([N+:6]1[CH:10]=[CH:9][N:8]([CH3:11])[CH:7]=1)[CH2:3][CH2:4][CH3:5].[S:12]([O-:24])([O:15][CH2:16][CH2:17][CH2:18][CH2:19][CH2:20][CH2:21][CH2:22][CH3:23])(=[O:14])=[O:13].[Na+]>O>[CH2:16]([O:15][S:12]([O-:24])(=[O:14])=[O:13])[CH2:17][CH2:18][CH2:19][CH2:20][CH2:21][CH2:22][CH3:23].[CH2:2]([N+:6]1[CH:10]=[CH:9][N:8]([CH3:11])[CH:7]=1)[CH2:3][CH2:4][CH3:5] |f:0.1,2.3,5.6|. Reactants: [Cl-].C(CCC)[N+]1=CN(C=C1)C (1-butyl-3-methylimidazolium chloride), S(=O)(=O)(OCCCCCCCC)[O-].[Na+] (sodium octyl sulfate). Solvent: O (water). The product is C(CCCCCCC)OS(=O)(=O)[O-].C(CCC)[N+]1=CN(C=C1)C (1-n-Butyl-3-methylimidazoliumoctyl Sulfate).